Dataset: the Open Reaction Database (ORD), a public repository of structured organic reaction records. Task: describe an organic reaction: reactants, conditions, products, and yield Reactants: C(#N)N=S(=O)(C)C1=CC=C(C=C1)CN ((4-(N-cyano-S-methylsulfonimidoyl)phenyl)methanamine), C(#N)N=S(=O)(CC)C1=CC=C(CN2C(C3=CC=CC=C3C2=O)=O)C=C1 (2-(4-(N-cyano-S-ethylsulfonimidoyl)benzyl)isoindoline-1,3-dione), ( Z011_S03 ). Yields the product C(#N)N=S(=O)(CC)C1=CC=C(C=C1)CN ((4-(N-Cyano-S-ethylsulfonimidoyl)phenyl)methanamine). As a reaction SMILES: C(N=S(C1C=CC(CN)=CC=1)(C)=O)#N.[C:15]([N:17]=[S:18]([C:22]1[CH:39]=[CH:38][C:25]([CH2:26][N:27]2C(=O)C3C(=CC=CC=3)C2=O)=[CH:24][CH:23]=1)([CH2:20][CH3:21])=[O:19])#[N:16]>>[C:15]([N:17]=[S:18]([C:22]1[CH:39]=[CH:38][C:25]([CH2:26][NH2:27])=[CH:24][CH:23]=1)([CH2:20][CH3:21])=[O:19])#[N:16]. Reported procedure: The title compound is prepared in analogy to preparation 6d, substituting 2-(4-(N-cyano-S-methylsulfonimidoyl)benzyl)isoindoline-1,3-dione with 2-(4-(N-cyano-S-ethylsulfonimidoyl)benzyl)isoindoline-1,3-dione (preparation 13b). ESI mass spectrum: [M+H]+=224; r.t. HPLC: 0.52 min (Z011_S03).